From a dataset of the Open Reaction Database (ORD), a public repository of structured organic reaction records. describe an organic reaction: reactants, conditions, products, and yield Reactants: CN(C=1C=C2CCNC(C2=CC1)=O)C (6-Dimethylamino-3,4-dihydro-2H-isoquinolin-1-one), cuprous iodide, C([O-])([O-])=O.[K+].[K+] (potassium carbonate), CS(=O)C (DMSO), BrC1=C(C(=CC=C1)Br)C (2,6-dibromotoluene), Cuprous iodide. Solvent: ClCCl (dichoromethane). Reaction conditions: temperature 150 celsius. Yields the product BrC=1C(=C(C=CC1)N1C(C2=CC=C(C=C2CC1)N(C)C)=O)C (2-(3-Bromo-2-methyl-phenyl)-6-dimethylamino-3,4-dihydro-2H-isoquinolin-1-one). Isolated yield 63.9%. As a reaction SMILES: [CH3:1][N:2]([CH3:14])[C:3]1[CH:4]=[C:5]2[C:10](=[CH:11][CH:12]=1)[C:9](=[O:13])[NH:8][CH2:7][CH2:6]2.C(=O)([O-])[O-].[K+].[K+].CS(C)=O.[Br:25][C:26]1[CH:31]=[CH:30][CH:29]=[C:28](Br)[C:27]=1[CH3:33]>ClCCl>[Br:25][C:26]1[C:27]([CH3:33])=[C:28]([N:8]2[CH2:7][CH2:6][C:5]3[C:10](=[CH:11][CH:12]=[C:3]([N:2]([CH3:14])[CH3:1])[CH:4]=3)[C:9]2=[O:13])[CH:29]=[CH:30][CH:31]=1 |f:1.2.3|. Reported procedure: 6-Dimethylamino-3,4-dihydro-2H-isoquinolin-1-one (150 mg, 0.789 mmol), cuprous iodide (30 mg, 0.16 mmol) and potassium carbonate (109 mg, 0.789 mmol) were deposited in a sealed vessel. 3 mL DMSO and 2,6-dibromotoluene (395 mg, 1.58 mmol) were added. Argon was bubbled through the mixture for 2 minutes and the lid was tightly closed. This was heated at 150° C. for 24 hours. Cuprous iodide (30 mg, 0.16 mmol) was added and the mixture was heated at 150° C. for an additional 24 hours. This was dilute... The reactants are CN(S(=O)(=O)C)C=1C=C(C=CC1)C (N-methyl-N-(3-tolyl)methanesulphonamide), II (iodine), I(=O)(=O)O (iodic acid), C([O-])(O)=O.[Na+] (sodium bicarbonate). The solvent is C(C)(=O)O (acetic acid), S(O)(O)(=O)=O (sulphuric acid), O (water), C(C)(=O)OCC (Ethyl acetate). Product: IC1=C(C=C(C=C1)N(S(=O)(=O)C)C)C (N-(4-iodo-3-methylphenyl)-N-methylmethanesulphonamide). The yield is 340.0%. RXN SMILES: [CH3:1][N:2]([C:7]1[CH:8]=[C:9]([CH3:13])[CH:10]=[CH:11][CH:12]=1)[S:3]([CH3:6])(=[O:5])=[O:4].II.[I:16](O)(=O)=O.C(=O)(O)[O-].[Na+]>C(O)(=O)C.S(=O)(=O)(O)O.O.C(OCC)(=O)C>[I:16][C:10]1[CH:11]=[CH:12][C:7]([N:2]([CH3:1])[S:3]([CH3:6])(=[O:4])=[O:5])=[CH:8][C:9]=1[CH3:13] |f:3.4|. Procedure details: A solution of N-methyl-N-(3-tolyl)methanesulphonamide (0.12 g), iodine (76 g) and iodic acid (35 mg) in glacial acetic acid (5 ml) and concentrated sulphuric acid (0.6 ml) was stirred at 80° C. for 2.5 hours. Ethyl acetate (40 ml) and water (40 ml) were then added and the mixture neutralised with solid sodium bicarbonate. The organic phase was washed with brine (30 ml), dried (MgSO4) and the solvent evaporated to leave N-(4-iodo-3-methylphenyl)-N-methylmethanesulphonamide (0.22 g, 90%), m.p. 85°... Yields the product O=C1NC(C2=C(N1CCCN(C(OCC(Cl)(Cl)Cl)=O)C)CCSC2)=O (2,2,2-trichloroethyl 3-(2,4-dioxo-3,4,7,8-tetrahydro-2H-thiopyrano-[4,3-d]pyrimidin-1-(5H)-yl)propyl(methyl)carbamate). Run at time 30 minute. As a reaction SMILES: [CH2:1]([N:8](C)[CH2:9][CH2:10][CH2:11][N:12]1[C:17]2[CH2:18][CH2:19][S:20][CH2:21][C:16]=2[C:15](=[O:22])[NH:14][C:13]1=[O:23])C1C=CC=CC=1.Cl[C:26]([O:28][CH2:29][C:30]([Cl:33])([Cl:32])[Cl:31])=[O:27]>C(#N)C>[O:23]=[C:13]1[N:12]([CH2:11][CH2:10][CH2:9][N:8]([CH3:1])[C:26](=[O:27])[O:28][CH2:29][C:30]([Cl:33])([Cl:32])[Cl:31])[C:17]2[CH2:18][CH2:19][S:20][CH2:21][C:16]=2[C:15](=[O:22])[NH:14]1. Starting materials: C(C1=CC=CC=C1)N(CCCN1C(NC(C2=C1CCSC2)=O)=O)C (1-{3-[benzyl(methyl)amino]propyl}-1,5,7,8-tetrahydro-2H-thiopyrano[4,3-d]pyrimidine-2,4-(3H)-dione), ClC(=O)OCC(Cl)(Cl)Cl (2,2,2-trichloroethyl chloroformate). Procedure: A solution of 11.5 g (33.29 mmol) of 1-{3-[benzyl(methyl)amino]propyl}-1,5,7,8-tetrahydro-2H-thiopyrano[4,3-d]pyrimidine-2,4-(3H)-dione in 200 ml of acetonitrile is treated with 7.92 g (36.63 mmol) of 2,2,2-trichloroethyl chloroformate, and the mixture is stirred at room temperature for 30 minutes. The solvent is then removed under reduced pressure and the residue is purified by column chromatography (silica gel, cyclohexane/ethyl acetate 1:1). This gives 9.4 g (63% yield) of a colourless solid. Solvent: C(C)#N (acetonitrile). Isolated yield 65.6%. Starting materials: CN1CCC(NC(=O)c2ccc([N+](=O)[O-])c3c2OCO3)CC1, CO. Yields the product CN1CCC(NC(=O)c2ccc(N)c3c2OCO3)CC1. Reaction SMILES: [CH3:1][N:2]1[CH2:3][CH2:4][CH:5]([NH:8][C:9](=[O:10])[c:11]2[cH:12][cH:13][c:14]([N+:20]([O-:21])=[O:22])[c:15]3[c:19]2[O:18][CH2:17][O:16]3)[CH2:6][CH2:7]1.[CH3:23][OH:24]>>[CH3:1][N:2]1[CH2:3][CH2:4][CH:5]([NH:8][C:9](=[O:10])[c:11]2[cH:12][cH:13][c:14]([NH2:20])[c:15]3[c:19]2[O:18][CH2:17][O:16]3)[CH2:6][CH2:7]1. Starting materials: C(C1=CC=CC=C1)C=1C=NC2=C(C=CC=C2C1C=1C=C(C=CC1)N)C(F)(F)F ({3-[3-benzyl-8-(trifluoromethyl)quinolin-4-yl]phenyl}amine), ClC1=C(C=O)C=CC(=C1)Cl (2,4-Dichlorobenzaldehyde). The product is C(C1=CC=CC=C1)C=1C=NC2=C(C=CC=C2C1C=1C=C(C=CC1)NCC1=C(C=C(C=C1)Cl)Cl)C(F)(F)F ({3-[3-BENZYL-8-(TRIFLUOROMETHYL)QUINOLIN-4-YL]PHENYL}(2,4-DICHLOROBENZYL)AMINE). Reaction SMILES: [CH2:1]([C:8]1[CH:9]=[N:10][C:11]2[C:16]([C:17]=1[C:18]1[CH:19]=[C:20]([NH2:24])[CH:21]=[CH:22][CH:23]=1)=[CH:15][CH:14]=[CH:13][C:12]=2[C:25]([F:28])([F:27])[F:26])[C:2]1[CH:7]=[CH:6][CH:5]=[CH:4][CH:3]=1.[Cl:29][C:30]1[CH:37]=[C:36]([Cl:38])[CH:35]=[CH:34][C:31]=1[CH:32]=O>>[CH2:1]([C:8]1[CH:9]=[N:10][C:11]2[C:16]([C:17]=1[C:18]1[CH:19]=[C:20]([NH:24][CH2:32][C:31]3[CH:34]=[CH:35][C:36]([Cl:38])=[CH:37][C:30]=3[Cl:29])[CH:21]=[CH:22][CH:23]=1)=[CH:15][CH:14]=[CH:13][C:12]=2[C:25]([F:28])([F:26])[F:27])[C:2]1[CH:3]=[CH:4][CH:5]=[CH:6][CH:7]=1. Reported procedure: The title compound was prepared from {3-[3-benzyl-8-(trifluoromethyl)quinolin-4-yl]phenyl}amine and 2,4-Dichlorobenzaldehyde according to the procedure of step 1, Example 66. MS (ESI) m/z 537. Starting materials: N[C@](CO)(C)C1=CC2=CC=C(C=C2C=C1)O[C@@H]1CC[C@@H](CC1)C(F)(F)F ((R)-2-Amino-2-[6-(cis-4-trifluoromethyl-cyclohexyloxy)-naphthalen-2-yl]-propan-1-ol), C[C@@]1(NC(OC1)=O)C1=CC2=CC=C(C=C2C=C1)O[C@@H]1CC[C@H](CC1)C(F)(F)F ((R)-4-Methyl-4-[6-(trans-4-trifluoromethyl-cyclohexyloxy)-naphthalen-2-yl]-oxazolidin-2-one). Yields the product N[C@](CO)(C)C1=CC2=CC=C(C=C2C=C1)O[C@@H]1CC[C@H](CC1)C(F)(F)F ((R)-2-Amino-2-[6-(trans-4-trifluoromethyl-cyclohexyloxy)-naphthalen-2-yl]-propan-1-ol). The yield is 83.0%. RXN SMILES: [NH2:1][C@@:2]([C:6]1[CH:15]=[CH:14][C:13]2[C:8](=[CH:9][CH:10]=[C:11]([O:16][C@H:17]3[CH2:22][CH2:21][C@@H:20]([C:23]([F:26])([F:25])[F:24])[CH2:19][CH2:18]3)[CH:12]=2)[CH:7]=1)([CH3:5])[CH2:3][OH:4].C[C@@]1(C2C=CC3C(=CC=C(O[C@H]4CC[C@H](C(F)(F)F)CC4)C=3)C=2)COC(=O)N1>>[NH2:1][C@@:2]([C:6]1[CH:15]=[CH:14][C:13]2[C:8](=[CH:9][CH:10]=[C:11]([O:16][C@H:17]3[CH2:22][CH2:21][C@H:20]([C:23]([F:24])([F:25])[F:26])[CH2:19][CH2:18]3)[CH:12]=2)[CH:7]=1)([CH3:5])[CH2:3][OH:4]. Procedure: (R)-2-Amino-2-[6-(trans-4-trifluoromethyl-cyclohexyloxy)-naphthalen-2-yl]-propan-1-ol was synthesized as per (R)-2-amino-2-[6-(cis-4-trifluoromethyl-cyclohexyloxy)-naphthalen-2-yl]-propan-1-ol (Example 259) in 83% yield using (R)-4-Methyl-4-[6-(trans-4-trifluoromethyl-cyclohexyloxy)-naphthalen-2-yl]-oxazolidin-2-one as the starting material. MS: m/z=351.20 [M−NH2]+. 1H NMR (400 MHz, METHANOL-d4) δ ppm: 7.86 (d, J=2.0 Hz, 1H), 7.73-7.80 (m, 2H), 7.57 (dd, J=8.8, 2.0 Hz, 1H), 7.26 (d, J=2.5 Hz, 1H... Starting materials: S1C=C(C=C1)S(=O)(=O)Cl (3-thiophenesulfonyl chloride), Intermediate 14, NC=1C(=C(C=CC1)C=1N=C(SC1C1=NC(=NC=C1)N)C(C)(C)C)F (4-[4-(3-amino-2-fluorophenyl)-2-(1,1-dimethylethyl)-1,3-thiazol-5-yl]-2-pyrimidinamine). The product is NC1=NC=CC(=N1)C1=C(N=C(S1)C(C)(C)C)C=1C(=C(C=CC1)NS(=O)(=O)C1=CSC=C1)F (N-{3-[5-(2-amino-4-pyrimidinyl)-2-(1,1-dimethylethyl)-1,3-thiazol-4-yl]-2-fluorophenyl}-3-thiophenesulfonamide), solid. The yield is 56.0%. RXN SMILES: [NH2:1][C:2]1[C:3]([F:24])=[C:4]([C:8]2[N:9]=[C:10]([C:20]([CH3:23])([CH3:22])[CH3:21])[S:11][C:12]=2[C:13]2[CH:18]=[CH:17][N:16]=[C:15]([NH2:19])[N:14]=2)[CH:5]=[CH:6][CH:7]=1.[S:25]1[CH:29]=[CH:28][C:27]([S:30](Cl)(=[O:32])=[O:31])=[CH:26]1>>[NH2:19][C:15]1[N:14]=[C:13]([C:12]2[S:11][C:10]([C:20]([CH3:21])([CH3:23])[CH3:22])=[N:9][C:8]=2[C:4]2[C:3]([F:24])=[C:2]([NH:1][S:30]([C:27]3[CH:28]=[CH:29][S:25][CH:26]=3)(=[O:32])=[O:31])[CH:7]=[CH:6][CH:5]=2)[CH:18]=[CH:17][N:16]=1. Reported procedure: Following a procedure analogous to the procedure described in Intermediate 14 using 4-[4-(3-amino-2-fluorophenyl)-2-(1,1-dimethylethyl)-1,3-thiazol-5-yl]-2-pyrimidinamine (80 mg, 0.233 mmol) and 3-thiophenesulfonyl chloride (47 mg, 0.256 mmol), the title compound was obtained as a white solid (68 mg, 56% yield). MS (ESI): 490.0 [M+H]+. The reactants are C(C(=C)C)(=O)OCCOS(=O)(=O)C1=CC=C(C=C1)C (2-(toluene-4-sulfonyloxy)ethyl methacrylate), C(C(=C)C)(=O)OCC1CO1 (glycidyl methacrylate), CC(C)(C#N)N=NC(C)(C)C#N (AIBN), C(C=C)(=O)OCCCO (3-hydroxypropyl acrylate), C(C(=C)C)(=O)OC (methyl methacrylate). Run in O1CCCC1 (tetrahydrofuran). Conditions: temperature 67.5 celsius. Product: C(C(=C)C)(=O)OCCOS(=O)(=O)C1=CC=C(C=C1)C.C(C=C)(=O)OCCCO (2-(toluene-4-sulfonyloxy)ethyl methacrylate 3-hydroxypropyl acrylate). Yield: 65.0%. RXN SMILES: [C:1]([O:6][CH2:7][CH2:8][O:9][S:10]([C:13]1[CH:18]=[CH:17][C:16]([CH3:19])=[CH:15][CH:14]=1)(=[O:12])=[O:11])(=[O:5])[C:2]([CH3:4])=[CH2:3].[C:20]([O:24][CH2:25][CH2:26][CH2:27][OH:28])(=[O:23])[CH:21]=[CH2:22].C(OC)(=O)C(C)=C.C(OCC1OC1)(=O)C(C)=C.CC(N=NC(C#N)(C)C)(C#N)C>O1CCCC1>[C:1]([O:6][CH2:7][CH2:8][O:9][S:10]([C:13]1[CH:18]=[CH:17][C:16]([CH3:19])=[CH:15][CH:14]=1)(=[O:11])=[O:12])(=[O:5])[C:2]([CH3:4])=[CH2:3].[C:20]([O:24][CH2:25][CH2:26][CH2:27][OH:28])(=[O:23])[CH:21]=[CH2:22] |f:6.7|. Procedure details: In a 500 ml round-bottom flask was placed 0.3 mole of 2-(toluene-4-sulfonyloxy)ethyl methacrylate, 0.25 mole of 3-hydroxypropyl acrylate, 0.15 mole of methyl methacrylate, 0.3 mole of glycidyl methacrylate, 300 g of tetrahydrofuran (THF), and 0.1 g-3 g of AIBN. The reaction mixture was heated at 60-75° C. for 5-20 hours. The product was precipitated in ethyl ether or n-hexane, filtered and dried to provide poly [2-(toluene-4-sulfonyloxy)ethyl methacrylate/3-hydroxypropyl acrylate-/methyl methacr... RXN SMILES: [CH2:2]([c:3]1[cH:4][cH:5][cH:6][cH:7][cH:8]1)[O:9][c:10]1[c:11]2[c:16]([cH:17][cH:18][c:19]1[O:20][CH3:21])[CH2:15][NH:14][CH2:13][CH2:12]2.[CH2:34]([Cl:35])[Cl:36].[CH3:23][C:24]([O-:25])=[O:26].[CH3:27][C:28]([O:29][C:30](=[O:31])[CH3:32])=[O:33].[ClH:1].[Na+:22].[OH2:37]>>[CH2:2]([c:3]1[cH:4][cH:5][cH:6][cH:7][cH:8]1)[O:9][c:10]1[c:11]2[c:16]([cH:17][cH:18][c:19]1[O:20][CH3:21])[CH2:15][N:14]([C:24]([CH3:23])=[O:25])[CH2:13][CH2:12]2. The reactants are COc1ccc2c(c1OCc1ccccc1)CCNC2, ClCCl, CC(=O)[O-], CC(=O)OC(C)=O, Cl, [Na+], O. The product is COc1ccc2c(c1OCc1ccccc1)CCN(C(C)=O)C2.